This data is from the Open Reaction Database (ORD), a public repository of structured organic reaction records. The task is: describe an organic reaction: reactants, conditions, products, and yield The reactants are C(=O)(O)[O-].[Na+] (NaHCO3), FC(C(=O)O)(F)F.NC=1C=C(C=CC1)N1C(C=CC2=C1N=C(N=C2)NC2=C(C=C(C=C2)N2CCOCC2)OC)=O (8-(3-aminophenyl)-2-((2-methoxy-4-morpholinophenyl)amino)pyrido[2,3-d]pyrimidin-7(8H)-one 2,2,2-trifluoroacetate), CCN(C(C)C)C(C)C (DIEA), C(C=C)(=O)Cl (acryloyl chloride). Run at temperature 0 celsius, time 40 minute. Product: COC1=C(C=CC(=C1)N1CCOCC1)NC=1N=CC2=C(N1)N(C(C=C2)=O)C=2C=C(C=CC2)NC(C=C)=O (N-(3-(2-((2-methoxy-4-morpholinophenyl)amino)-7-oxopyrido[2,3-d]pyrimidin-8(7H)-yl)phenyl)acrylamide). Solvent: C(Cl)Cl (DCM), O (water). Procedure details: 8-(3-Aminophenyl)-2-((2-methoxy-4-morpholinophenyl)amino)pyrido[2,3-d]pyrimidin-7(8H)-one 2,2,2-trifluoroacetate (2b, 63 mg, 0.11 mmol) was treated with DCM (5.0 mL), cooled to 0° C. and treated with DIEA (0.06 mL, 0.34 mmol) and acryloyl chloride (9.16 μL, 0.113 mmol) and stirred at 0° C. for 40 min. The reaction mixture was treated with ice and water and then a saturated solution of NaHCO3. It was extracted with DCM (3×25 mL), dried over Na2SO4, filtered and concentrated. The crude residue was... Yield: 49.1%. Reaction SMILES: FC(F)(F)C(O)=O.[NH2:8][C:9]1[CH:10]=[C:11]([N:15]2[C:20]3[N:21]=[C:22]([NH:25][C:26]4[CH:31]=[CH:30][C:29]([N:32]5[CH2:37][CH2:36][O:35][CH2:34][CH2:33]5)=[CH:28][C:27]=4[O:38][CH3:39])[N:23]=[CH:24][C:19]=3[CH:18]=[CH:17][C:16]2=[O:40])[CH:12]=[CH:13][CH:14]=1.CCN(C(C)C)C(C)C.[C:50](Cl)(=[O:53])[CH:51]=[CH2:52].C([O-])(O)=O.[Na+]>O.C(Cl)Cl>[CH3:39][O:38][C:27]1[CH:28]=[C:29]([N:32]2[CH2:37][CH2:36][O:35][CH2:34][CH2:33]2)[CH:30]=[CH:31][C:26]=1[NH:25][C:22]1[N:23]=[CH:24][C:19]2[CH:18]=[CH:17][C:16](=[O:40])[N:15]([C:11]3[CH:10]=[C:9]([NH:8][C:50](=[O:53])[CH:51]=[CH2:52])[CH:14]=[CH:13][CH:12]=3)[C:20]=2[N:21]=1 |f:0.1,4.5|. The reactants are C(C)(C)(C)OC(NC[C@H](CN1CCC(CC1)OC1=CC=C(C=C1)F)NC(\C=C\C1=C(C=CC(=C1)C#N)OC)=O)=O ({(R)-2-[(E)-3-(5-cyano-2-methoxy-phenyl)-acryloylamino]-3-[4-(4-fluoro-phenoxy)-piperidin-1-yl]-propyl}-carbamic acid tert-butyl ester), Cl (hydrogen chloride). Solvent: C(Cl)Cl (DCM), O1CCOCC1 (dioxane). Run at time 1.5 hour. Product: NC[C@H](CN1CCC(CC1)OC1=CC=C(C=C1)F)NC(\C=C\C1=C(C=CC(=C1)C#N)OC)=O ((E)-N-{(R)-1-aminomethyl-2-[4-(4-fluoro-phenoxy)-piperidin-1-yl]-ethyl}-3-(5-cyano-2-methoxy-phenyl)-acrylamide). Reaction SMILES: C(OC(=O)[NH:7][CH2:8][C@@H:9]([NH:25][C:26](=[O:39])/[CH:27]=[CH:28]/[C:29]1[CH:34]=[C:33]([C:35]#[N:36])[CH:32]=[CH:31][C:30]=1[O:37][CH3:38])[CH2:10][N:11]1[CH2:16][CH2:15][CH:14]([O:17][C:18]2[CH:23]=[CH:22][C:21]([F:24])=[CH:20][CH:19]=2)[CH2:13][CH2:12]1)(C)(C)C.Cl>C(Cl)Cl.O1CCOCC1>[NH2:7][CH2:8][C@@H:9]([NH:25][C:26](=[O:39])/[CH:27]=[CH:28]/[C:29]1[CH:34]=[C:33]([C:35]#[N:36])[CH:32]=[CH:31][C:30]=1[O:37][CH3:38])[CH2:10][N:11]1[CH2:16][CH2:15][CH:14]([O:17][C:18]2[CH:19]=[CH:20][C:21]([F:24])=[CH:22][CH:23]=2)[CH2:13][CH2:12]1. Procedure: A solution of {(R)-2-[(E)-3-(5-cyano-2-methoxy-phenyl)-acryloylamino]-3-[4-(4-fluoro-phenoxy)-piperidin-1-yl]-propyl}-carbamic acid tert-butyl ester (0.39 g, 0.71 mmol) in DCM (2 ml) is treated with 4M hydrogen chloride in dioxane (1 ml). The reaction mixture is stirred at room temperature for 1.5 hours and then the solvent evaporated. The residue is co-evaporated with ethanol (×2) to afford (E)-N-{(R)-1-aminomethyl-2-[4-(4-fluoro-phenoxy)-piperidin-1-yl]-ethyl}-3-(5-cyano-2-methoxy-phenyl)-acry... Reactants: CON(C)C(=O)C1CCC(CNC(=O)OCc2ccccc2)CC1, C[Mg]Cl, C1CCOC1. The product is CC(=O)C1CCC(CNC(=O)OCc2ccccc2)CC1. As a reaction SMILES: [CH2:1]([c:2]1[cH:3][cH:4][cH:5][cH:6][cH:7]1)[O:8][C:9]([NH:10][CH2:11][CH:12]1[CH2:13][CH2:14][CH:15]([C:18]([N:19]([O:20][CH3:21])[CH3:22])=[O:23])[CH2:16][CH2:17]1)=[O:24].[CH3:25][Mg:26][Cl:27].[O:28]1[CH2:29][CH2:30][CH2:31][CH2:32]1>>[CH2:1]([c:2]1[cH:3][cH:4][cH:5][cH:6][cH:7]1)[O:8][C:9]([NH:10][CH2:11][CH:12]1[CH2:13][CH2:14][CH:15]([C:18](=[O:23])[CH3:25])[CH2:16][CH2:17]1)=[O:24]. The reactants are Cl (HCl), N1CCCCC1 (Piperidine), C1(CCCC1)OC1=C(C=C(C=O)C=C1)OC (4-cyclopentyloxy-3-methoxybenzaldehyde), C(=O)(O)CC(=O)NC1=C(C(=O)O)C=CC=C1 (2-[(carboxyacetyl)amino]benzoic acid). Run in C1(=CC=CC=C1)C (toluene). Yields the product C1(CCCC1)OC1=C(C=C(C=C1)/C=C/C(=O)NC1=C(C(=O)O)C=CC=C1)OC ((E)-2-{[3-(4-cyclopentyloxy-3-methoxyphenyl)-1-oxo-2-propenyl]amino}benzoic acid). Isolated yield 67.8%. RXN SMILES: N1CCCCC1.[CH:7]1([O:12][C:13]2[CH:20]=[CH:19][C:16]([CH:17]=O)=[CH:15][C:14]=2[O:21][CH3:22])[CH2:11][CH2:10][CH2:9][CH2:8]1.C([CH2:26][C:27]([NH:29][C:30]1[CH:38]=[CH:37][CH:36]=[CH:35][C:31]=1[C:32]([OH:34])=[O:33])=[O:28])(O)=O.Cl>C1(C)C=CC=CC=1>[CH:7]1([O:12][C:13]2[CH:20]=[CH:19][C:16](/[CH:17]=[CH:26]/[C:27]([NH:29][C:30]3[CH:38]=[CH:37][CH:36]=[CH:35][C:31]=3[C:32]([OH:34])=[O:33])=[O:28])=[CH:15][C:14]=2[O:21][CH3:22])[CH2:11][CH2:10][CH2:9][CH2:8]1. Procedure details: Piperidine (0.45 mL, 4.5 mmol) was added to a suspension of 4-cyclopentyloxy-3-methoxybenzaldehyde (1.0 g, 4.5 mmol) and 2-[(carboxyacetyl)amino]benzoic acid (0.92 g, 4.1 mmol) in toluene (5.0 mL) and treated according to Procedure 2, acidifying with 1 M HCl. The crude product was recrystallised from EtOH/water providing (E)-2-{[3-(4-cyclopentyloxy-3-methoxyphenyl)-1-oxo-2-propenyl]amino}benzoic acid (1.06 g, 67%) as a pale yellow crystalline solid; mp 96-98° C.; δH (400 MHz, DMSO-d6) 1.46 (m, 2...